describe an organic reaction: reactants, conditions, products, and yield From a dataset of the Open Reaction Database (ORD), a public repository of structured organic reaction records. Reactants: [F-].[Cs+] (Caesium fluoride), CC1=CC=C(C=C1)S(=O)(=O)OC[C@H]2CO2 ((2R)-(−)-glycidyl tosylate), ClC1=CC=C2C(=C1NC1=NC=NC3=CC(=CC(=C13)OC1CCOCC1)F)OCO2 (4-(6-chloro-2,3-methylenedioxyanilino)-7-fluoro-5-tetrahydropyran-4-yloxyquinazoline). The solvent is CN(C)C=O (DMF). Reaction conditions: temperature 70 celsius. Product: ClC1=CC=C2C(=C1NC1=NC=NC3=CC(=CC(=C13)OC1CCOCC1)OC[C@H]1CO1)OCO2 (4-(6-chloro-2,3-methylenedioxyanilino)-7-[(2R)-2,3-epoxypropoxy]-5-tetrahydropyran-4-yloxyquinazoline). Isolated yield 76.6%. Reaction SMILES: [F-].[Cs+].CC1C=CC(S([O:13][CH2:14][C@@H:15]2[O:17][CH2:16]2)(=O)=O)=CC=1.[Cl:18][C:19]1[C:24]([NH:25][C:26]2[C:35]3[C:30](=[CH:31][C:32](F)=[CH:33][C:34]=3[O:36][CH:37]3[CH2:42][CH2:41][O:40][CH2:39][CH2:38]3)[N:29]=[CH:28][N:27]=2)=[C:23]2[O:44][CH2:45][O:46][C:22]2=[CH:21][CH:20]=1>CN(C=O)C>[Cl:18][C:19]1[C:24]([NH:25][C:26]2[C:35]3[C:30](=[CH:31][C:32]([O:13][CH2:14][C@@H:15]4[O:17][CH2:16]4)=[CH:33][C:34]=3[O:36][CH:37]3[CH2:42][CH2:41][O:40][CH2:39][CH2:38]3)[N:29]=[CH:28][N:27]=2)=[C:23]2[O:44][CH2:45][O:46][C:22]2=[CH:21][CH:20]=1 |f:0.1|. Procedure details: Caesium fluoride (0.46 g) and (2R)-(−)-glycidyl tosylate (0.275 g) were added in turn to a solution of 4-(6-chloro-2,3-methylenedioxyanilino)-7-fluoro-5-tetrahydropyran-4-yloxyquinazoline (0.416 g) in DMF (5 ml) and the reaction mixture was stirred and heated to 60° C. for 2 hours and to 70° C. for a further 1.5 hours. The mixture was evaporated and the residue was partitioned between ethyl acetate and a saturated aqueous sodium bicarbonate solution. The organic layer was washed with water and w... Starting materials: CCOC(=O)N1CCCOc2ccc([N+](=O)[O-])cc21, COCCO, [K+], [OH-], O. Yields the product O=[N+]([O-])c1ccc2c(c1)NCCCO2. As a reaction SMILES: [CH2:3]([O:4][C:5](=[O:6])[N:8]1[CH2:9][CH2:10][CH2:11][O:12][c:13]2[c:14]1[cH:15][c:16]([N+:19](=[O:20])[O-:21])[cH:17][cH:18]2)[CH3:7].[CH3:23][O:24][CH2:25][CH2:26][OH:27].[K+:2].[OH-:1].[OH2:22]>>[NH:8]1[CH2:9][CH2:10][CH2:11][O:12][c:13]2[c:14]1[cH:15][c:16]([N+:19](=[O:20])[O-:21])[cH:17][cH:18]2. Reactants: CC(=O)Nc1ccc(S)cc1, CC(=O)OC(C)=O, CCO, O=C1CC(C2CCCCC2)=NN1, [O-][n+]1ccc(Cl)c2ccccc21, O=C1NN=C(C2CCCCC2)C1=C1C=C(Cl)c2ccccc2N1. Yields the product CC(=O)Nc1ccc(SC2=CC(=C3C(=O)NN=C3C3CCCCC3)Nc3ccccc32)cc1. As a reaction SMILES: [C:48]([CH3:49])(=[O:50])[NH:51][c:52]1[cH:53][cH:54][c:55]([SH:58])[cH:56][cH:57]1.[CH3:59][C:60]([O:61][C:62](=[O:63])[CH3:64])=[O:65].[CH3:66][CH2:67][OH:68].[CH:1]1([C:2]2=[N:7][NH:6][C:4](=[O:5])[CH2:3]2)[CH2:8][CH2:9][CH2:10][CH2:11][CH2:12]1.[Cl:13][c:14]1[c:15]2[c:16]([cH:17][cH:18][cH:19][cH:20]2)[n+:21]([O-:22])[cH:23][cH:24]1.[Cl:25][C:26]1=[CH:27][C:28](=[C:36]2[C:37]([CH:42]3[CH2:43][CH2:44][CH2:45][CH2:46][CH2:47]3)=[N:38][NH:39][C:40]2=[O:41])[NH:29][c:30]2[cH:31][cH:32][cH:33][cH:34][c:35]21>>[C:26]1([S:58][c:55]2[cH:54][cH:53][c:52]([NH:51][C:48]([CH3:49])=[O:50])[cH:57][cH:56]2)=[CH:27][C:28](=[C:36]2[C:37]([CH:42]3[CH2:43][CH2:44][CH2:45][CH2:46][CH2:47]3)=[N:38][NH:39][C:40]2=[O:41])[NH:29][c:30]2[cH:31][cH:32][cH:33][cH:34][c:35]21. Reactants: COCCOCCNC([C@@H](NC(=O)OCC1=CC=CC=C1)C(C)(C)C)=O (Cbz-L-tert-leucine-N-2-(2-methoxyethoxy)ethylamide). The reagents and catalysts are [Pd] (Palladium on charcoal). Solvent: C(C)O (ethanol), C(C)O (ethanol). Conditions: time 8 hour. Product: COCCOCCNC([C@@H](N)C(C)(C)C)=O (L-tert-leucine-N-2-(2-methoxyethoxy)ethylamide). Yield: 93.7%. RXN SMILES: [CH3:1][O:2][CH2:3][CH2:4][O:5][CH2:6][CH2:7][NH:8][C:9](=[O:26])[C@H:10]([C:22]([CH3:25])([CH3:24])[CH3:23])[NH:11]C(OCC1C=CC=CC=1)=O>C(O)C.[Pd]>[CH3:1][O:2][CH2:3][CH2:4][O:5][CH2:6][CH2:7][NH:8][C:9](=[O:26])[C@H:10]([C:22]([CH3:24])([CH3:23])[CH3:25])[NH2:11]. Procedure: Cbz-L-tert-leucine-N-2-(2-methoxyethoxy)ethylamide (7.66 g, 20.9 mmol) was dissolved in ethanol (100 ml) under an argon atmosphere and 10% Palladium on charcoal (1 g) was added as a slurry in ethanol (30 ml). The mixture was placed under an atmosphere of hydrogen as and left to stir overnight at room temperature. TLC analysis revealed that no starting material remained. The flask was purged with argon and the catalyst was removed by filtration. The solvent was removed under reduced pressure to p... Reactants: O(C1=CC=CC=C1)CCCN1CCOCC1 (4-(3-phenoxypropyl)morpholine), ClS(=O)(=O)O (chlorosulfonic acid), O(C1=CC=CC=C1)CCCN1CCOCC1 (N-(3-phenoxypropyl) morpholine), ClS(=O)(=O)O (chlorosulfonic acid), ClCCl (dichloromethane), P(=O)([O-])([O-])[O-].[Na+].[Na+].[Na+] (sodium phosphate). Run in C(Cl)(Cl)Cl (chloroform), C(Cl)(Cl)Cl (chloroform). Run at time 30 minute. Product: N1(CCOCC1)CCCOC1=CC=C(C=C1)S(=O)(=O)Cl ([3-(morpholin-4-yl) propoxy]benzene-4-sulfonyl chloride). Reaction SMILES: [O:1]([CH2:8][CH2:9][CH2:10][N:11]1[CH2:16][CH2:15][O:14][CH2:13][CH2:12]1)[C:2]1[CH:7]=[CH:6][CH:5]=[CH:4][CH:3]=1.[Cl:17][S:18](O)(=[O:20])=[O:19].ClCCl.P([O-])([O-])([O-])=O.[Na+].[Na+].[Na+]>C(Cl)(Cl)Cl>[N:11]1([CH2:10][CH2:9][CH2:8][O:1][C:2]2[CH:7]=[CH:6][C:5]([S:18]([Cl:17])(=[O:20])=[O:19])=[CH:4][CH:3]=2)[CH2:12][CH2:13][O:14][CH2:15][CH2:16]1 |f:3.4.5.6|. Procedure: [3-(Morpholin-4-yl) propoxy] benzene-4-sulfonyl chloride was prepared by chlorosulfonylation of 4-(3-phenoxypropyl)morpholine using chlorosulfonic acid in the presence of dichloromethane or chloroform. For example, to a solution of 2.2 g (10 mmole) of N-(3-phenoxypropyl) morpholine in 20 ml of chloroform, 2 ml of chlorosulfonic acid (30 mmole) was slowly added at −10° C. and stirred for 30 min. The reaction mixture was stirred at room temperature for 5 hr. Chloroform was removed from lower layer... The reactants are CC(=O)[O-], CCO, Cl, NO, [Na+], O, O=C1CCCc2ccc(O)cc21. Yields the product ON=C1CCCc2ccc(O)cc21. Reaction SMILES: [CH3:17][C:18](=[O:19])[O-:20].[CH3:21][CH2:22][OH:23].[ClH:13].[NH2:14][OH:15].[Na+:16].[OH2:24].[OH:1][c:2]1[cH:3][cH:4][c:5]2[c:10]([cH:11]1)[C:9](=[O:12])[CH2:8][CH2:7][CH2:6]2>>[OH:1][c:2]1[cH:3][cH:4][c:5]2[c:10]([cH:11]1)[C:9](=[N:14][OH:15])[CH2:8][CH2:7][CH2:6]2. Starting materials: O=[N+]([O-])c1sc2ccc(F)cc2c1Br, COCCO, N, O. The product is Nc1c([N+](=O)[O-])sc2ccc(F)cc12. Reaction SMILES: [Br:1][c:2]1[c:3]2[c:4]([s:5][c:6]1[N+:7](=[O:8])[O-:9])[cH:10][cH:11][c:12]([F:14])[cH:13]2.[CH3:17][O:18][CH2:19][CH2:20][OH:21].[NH3:15].[OH2:16]>>[c:2]1([NH2:15])[c:3]2[c:4]([s:5][c:6]1[N+:7](=[O:8])[O-:9])[cH:10][cH:11][c:12]([F:14])[cH:13]2. Starting materials: BrC=1C=CC(=C(C1)O)NN.CC1=CC=C(C=C1)S(=O)(=O)[O-] (5-bromo-2-hydrazinylphenol 4-methylbenzenesulfonate), C(C)(=O)CC(C)=O (acetylacetone). The solvent is C(C)O (ethanol). Yields the product BrC=1C=CC(=C(C1)O)N1N=C(C=C1C)C (5-bromo-2-(3,5-dimethyl-1H-pyrazol-1-yl)phenol). Isolated yield 101.2%. As a reaction SMILES: [Br:1][C:2]1[CH:3]=[CH:4][C:5]([NH:9][NH2:10])=[C:6]([OH:8])[CH:7]=1.C[C:12]1[CH:17]=[CH:16]C(S([O-])(=O)=O)=[CH:14][CH:13]=1.C(CC(=O)C)(=O)C>C(O)C>[Br:1][C:2]1[CH:3]=[CH:4][C:5]([N:9]2[C:17]([CH3:16])=[CH:12][C:13]([CH3:14])=[N:10]2)=[C:6]([OH:8])[CH:7]=1 |f:0.1|. Procedure: 5-bromo-2-hydrazinylphenol 4-methylbenzenesulfonate (0.9 g) and acetylacetone (0.8 g) were added to ethanol (25 mL) refluxed for 1 h. Then the reaction mixture was cooled to room temperature and the solvent was evaporated under reduced pressure. The residue was dissolved in ethyl acetate (50 mL) and washed with saturated sodium bicarbonate solution (20 mL×2). The organic layer was dried over anhydrous Na2SO4, and concentrated under reduced pressure. The resulting residue was chromatographed over... The reactants are FC=1C=C(C=CC1)C1CCC2(OCCO2)CC1 (8-(3-fluorophenyl)-1,4-dioxaspiro[4.5]decane), CC(C)([O-])C.[K+] (potassium tert-butoxide), solution, C(CCC)[Li] (butyllithium), II (iodine), OS(=O)[O-].[Na+] (NaHSO3). The solvent is C1CCOC1 (THF), O (water), CCCCCC (hexane), C1CCOC1 (THF). Conditions: temperature -100 celsius. Yields the product FC=1C=C(C=CC1I)C1CCC2(OCCO2)CC1 (8-(3-fluoro-4-iodophenyl)-1,4-dioxaspiro[4.5]decane). Reaction SMILES: [F:1][C:2]1[CH:3]=[C:4]([CH:8]2[CH2:17][CH2:16][C:11]3([O:15][CH2:14][CH2:13][O:12]3)[CH2:10][CH2:9]2)[CH:5]=[CH:6][CH:7]=1.CC(C)([O-])C.[K+].C([Li])CCC.[I:29]I.OS([O-])=O.[Na+]>C1COCC1.CCCCCC.O>[F:1][C:2]1[CH:3]=[C:4]([CH:8]2[CH2:17][CH2:16][C:11]3([O:12][CH2:13][CH2:14][O:15]3)[CH2:10][CH2:9]2)[CH:5]=[CH:6][C:7]=1[I:29] |f:1.2,5.6|. Procedure: 121.0 g of 8-(3-fluorophenyl)-1,4-dioxaspiro[4.5]decane and 61.7 g of potassium tert-butoxide in 700 ml of THF were introduced into the apparatus and cooled to -100° C. 335.6 ml of a 15% solution of butyllithium in hexane were then added dropwise with stirring at -100° C., and the mixture was stirred at the same temperature for a further 30 minutes. A solution of 139.6 g of iodine in 300 ml of THF was then added dropwise with stirring at from -90 to -100° C., and the mixture was stirred for a fu...